From a dataset of the Open Reaction Database (ORD), a public repository of structured organic reaction records. describe an organic reaction: reactants, conditions, products, and yield The reactants are O=C([O-])O, CS(=O)(=O)N1CCC(N)CC1, COc1ccc(F)c(F)c1-c1n[nH]c2nc(Cl)ncc12, [Na+], CN(C)C=O. The product is COc1ccc(F)c(F)c1-c1n[nH]c2nc(NC3CCN(S(C)(=O)=O)CC3)ncc12. RXN SMILES: [C:21](=[O:22])([OH:23])[O-:24].[CH3:26][S:27](=[O:28])(=[O:29])[N:30]1[CH2:31][CH2:32][CH:33]([NH2:36])[CH2:34][CH2:35]1.[Cl:1][c:2]1[n:3][cH:4][c:5]2[c:6]([n:7]1)[nH:8][n:9][c:10]2-[c:11]1[c:12]([F:20])[c:13]([F:19])[cH:14][cH:15][c:16]1[O:17][CH3:18].[Na+:25].[O:37]=[CH:38][N:39]([CH3:40])[CH3:41]>>[c:2]1([NH:36][CH:33]2[CH2:32][CH2:31][N:30]([S:27]([CH3:26])(=[O:28])=[O:29])[CH2:35][CH2:34]2)[n:3][cH:4][c:5]2[c:6]([n:7]1)[nH:8][n:9][c:10]2-[c:11]1[c:12]([F:20])[c:13]([F:19])[cH:14][cH:15][c:16]1[O:17][CH3:18]. Starting materials: O=C(CCl)NC(CCO)(c1cc(Br)ccc1F)C(F)F, CC(C)(C)O, C1CCOC1. Product: O=C1COCCC(c2cc(Br)ccc2F)(C(F)F)N1. As a reaction SMILES: [Br:1][c:2]1[cH:3][cH:4][c:5]([F:20])[c:6]([C:8]([CH2:9][CH2:10][OH:11])([CH:12]([F:13])[F:14])[NH:15][C:16]([CH2:17][Cl:18])=[O:19])[cH:7]1.[C:21]([OH:22])([CH3:23])([CH3:24])[CH3:25].[CH2:26]1[O:27][CH2:28][CH2:29][CH2:30]1>>[Br:1][c:2]1[cH:3][cH:4][c:5]([F:20])[c:6]([C:8]2([CH:12]([F:13])[F:14])[CH2:9][CH2:10][O:11][CH2:17][C:16](=[O:19])[NH:15]2)[cH:7]1. Procedure details: 2,4-Diamino-5-iodopyrimidine (236 mg) was allowed to react with 1,2,3-Trimethoxy-5-(1-methoxyprop-2-ynyl)benzene (473 mg) as per the general procedure to afford 2,4-Diamino-5-(3-methoxy-3-(3,4,5-trimethoxyphenyl)prop-1-ynyl)pyrimidine as an orange powder (310 mg, 90%): Rf=0.31 (9:1, CHCl3:MeOH); mp=184-186° C.; 1H NMR (DMSO-d6) δ 7.91 (s, 1H), 6.82 (s, 2H), 6.40 (s, 2H), 5.30 (s, 1H), 3.79 (s, 6H), 3.66 (s, 3H), 3.35 (s, 3H); 13C NMR (DMSO-d6) δ 163.8, 162.3, 159.7, 152.8, 137.2, 134.8, 104.6, 9... Isolated yield 90.0%. The reactants are NC1=NC=C(C(=N1)N)I (2,4-Diamino-5-iodopyrimidine), COC1=C(C(=CC(=C1)C(C#C)OC)OC)OC (1,2,3-Trimethoxy-5-(1-methoxyprop-2-ynyl)benzene). RXN SMILES: [NH2:1][C:2]1[N:7]=[C:6]([NH2:8])[C:5](I)=[CH:4][N:3]=1.[CH3:10][O:11][C:12]1[CH:17]=[C:16]([CH:18]([O:21][CH3:22])[C:19]#[CH:20])[CH:15]=[C:14]([O:23][CH3:24])[C:13]=1[O:25][CH3:26]>>[NH2:1][C:2]1[N:7]=[C:6]([NH2:8])[C:5]([C:20]#[C:19][CH:18]([O:21][CH3:22])[C:16]2[CH:15]=[C:14]([O:23][CH3:24])[C:13]([O:25][CH3:26])=[C:12]([O:11][CH3:10])[CH:17]=2)=[CH:4][N:3]=1. Yields the product NC1=NC=C(C(=N1)N)C#CC(C1=CC(=C(C(=C1)OC)OC)OC)OC (2,4-Diamino-5-(3-methoxy-3-(3,4,5-trimethoxyphenyl)prop-1-ynyl)pyrimidine). The reactants are [OH-].[Na+] (NaOH), ClC1=C(C=CC=2C(=NOC21)C2=C(C=CC(=C2)F)F)O (7-chloro-3-(2,5-difluorophenyl)-6-hydroxy-1,2-benzisoxazole), C(=O)([O-])[O-].[K+].[K+] (K2CO3), BrCC(=O)OCC (ethyl bromoacetate). Solvent: O (water), CN(C)C=O (DMF), O (water). Conditions: temperature 60 celsius, time 90 minute. Product: ClC1=C(C=CC=2C(=NOC21)C2=C(C=CC(=C2)F)F)OCC(=O)O ({[7-chloro-3-(2,5-difluorophenyl)-1,2-benzisoxazol-6-yl]oxy}acetic acid). As a reaction SMILES: [Cl:1][C:2]1[C:10]2[O:9][N:8]=[C:7]([C:11]3[CH:16]=[C:15]([F:17])[CH:14]=[CH:13][C:12]=3[F:18])[C:6]=2[CH:5]=[CH:4][C:3]=1[OH:19].C([O-])([O-])=O.[K+].[K+].Br[CH2:27][C:28]([O:30]CC)=[O:29].[OH-].[Na+]>CN(C=O)C.O>[Cl:1][C:2]1[C:10]2[O:9][N:8]=[C:7]([C:11]3[CH:16]=[C:15]([F:17])[CH:14]=[CH:13][C:12]=3[F:18])[C:6]=2[CH:5]=[CH:4][C:3]=1[O:19][CH2:27][C:28]([OH:30])=[O:29] |f:1.2.3,5.6|. Reported procedure: To a solution of 9.3 g of 7-chloro-3-(2,5-difluorophenyl)-6-hydroxy-1,2-benzisoxazole in 100 ml of DMF, 4.97 g of K2CO3 and 6.07 g of ethyl bromoacetate is added dropwise. The mixture is heated for two hours at 60° C. To the mixture 200 ml of water and 15 ml of 50% NaOH are added. The mixture is stirred at 90° C. for 90 minutes and then poured into water and acidified. The product is extracted with ethylacetate, dried over Na2SO4 and evaporated to give {[7-chloro-3-(2,5-difluorophenyl)-1,2-benzi... Starting materials: Clc1ncnc2oc(-c3ccc(Br)cc3)c(-c3ccccc3)c12, COC(=O)COc1cccc(N)c1, CS(C)=O. Yields the product COC(=O)COc1cccc(Nc2ncnc3oc(-c4ccc(Br)cc4)c(-c4ccccc4)c23)c1. Reaction SMILES: [Br:1][c:2]1[cH:3][cH:4][c:5](-[c:8]2[c:9](-[c:18]3[cH:19][cH:20][cH:21][cH:22][cH:23]3)[c:10]3[c:11]([n:12][cH:13][n:14][c:15]3[Cl:16])[o:17]2)[cH:6][cH:7]1.[CH3:24][O:25][C:26]([CH2:27][O:28][c:29]1[cH:30][c:31]([NH2:35])[cH:32][cH:33][cH:34]1)=[O:36].[CH3:37][S:38]([CH3:39])=[O:40]>>[Br:1][c:2]1[cH:3][cH:4][c:5](-[c:8]2[c:9](-[c:18]3[cH:19][cH:20][cH:21][cH:22][cH:23]3)[c:10]3[c:11]([n:12][cH:13][n:14][c:15]3[NH:35][c:31]3[cH:30][c:29]([O:28][CH2:27][C:26]([O:25][CH3:24])=[O:36])[cH:34][cH:33][cH:32]3)[o:17]2)[cH:6][cH:7]1. Reactants: O (water), [Br-].C(C1=CC=CC=C1)[P+](C1=CC=CC=C1)(C1=CC=CC=C1)C1=CC=CC=C1 (benzyltriphenylphosphonium bromide), C([O-])([O-])=O.[K+].[K+] (potassium carbonate), FC(C1=CC=C(C=C1)C1=NNC(=C1)C=O)(F)F (3-[4-(Trifluoromethyl)phenyl]-1H-pyrazole-5-carbaldehyde). Solvent: CN(C=O)C (N,N-dimethylformamide). Reaction conditions: time 14 hour. Yields the product C1(=CC=CC=C1)/C=C/C1=CC(=NN1)C1=CC=C(C=C1)C(F)(F)F (5-[(E)-2-phenylvinyl]-3-[4-(trifluoromethyl)phenyl]-1H-pyrazole). Yield: 40.1%. RXN SMILES: [F:1][C:2]([F:17])([F:16])[C:3]1[CH:8]=[CH:7][C:6]([C:9]2[CH:13]=[C:12]([CH:14]=O)[NH:11][N:10]=2)=[CH:5][CH:4]=1.[Br-].[CH2:19]([P+](C1C=CC=CC=1)(C1C=CC=CC=1)C1C=CC=CC=1)[C:20]1[CH:25]=[CH:24][CH:23]=[CH:22][CH:21]=1.C(=O)([O-])[O-].[K+].[K+].O>CN(C)C=O>[C:20]1(/[CH:19]=[CH:14]/[C:12]2[NH:11][N:10]=[C:9]([C:6]3[CH:7]=[CH:8][C:3]([C:2]([F:17])([F:16])[F:1])=[CH:4][CH:5]=3)[CH:13]=2)[CH:25]=[CH:24][CH:23]=[CH:22][CH:21]=1 |f:1.2,3.4.5|. Procedure details: 3-[4-(Trifluoromethyl)phenyl]-1H-pyrazole-5-carbaldehyde (1.20 g, 5.00 mmol) was dissolved in N,N-dimethylformamide (10 mL), benzyltriphenylphosphonium bromide (3.25 g, 7.50 mmol) and potassium carbonate (2.76 g, 20.0 mmol) were added, and the mixture was stirred at room temperature for 14 hr. The reaction mixture was poured into water, and the mixture was extracted with ethyl acetate. The ethyl acetate layer was dried over anhydrous magnesium sulfate, and concentrated under reduced pressure. Th...